Dataset: the Open Reaction Database (ORD), a public repository of structured organic reaction records. Task: describe an organic reaction: reactants, conditions, products, and yield The reactants are CCO, CCOC(=O)CCn1ncc2cc(-c3noc(-c4ccc(OCC)c(Cl)c4)n3)ccc21, [Na+], [OH-]. Yields the product CCOc1ccc(-c2nc(-c3ccc4c(cnn4CCC(=O)[O-])c3)no2)cc1Cl, [Na+]. RXN SMILES: [CH3:34][CH2:35][OH:36].[Cl:1][c:2]1[cH:3][c:4](-[c:11]2[n:12][c:13](-[c:16]3[cH:17][c:18]4[cH:19][n:20][n:21]([CH2:25][CH2:26][C:27](=[O:28])[O:29][CH2:30][CH3:31])[c:22]4[cH:23][cH:24]3)[n:14][o:15]2)[cH:5][cH:6][c:7]1[O:8][CH2:9][CH3:10].[Na+:33].[OH-:32]>>[Cl:1][c:2]1[cH:3][c:4](-[c:11]2[n:12][c:13](-[c:16]3[cH:17][c:18]4[cH:19][n:20][n:21]([CH2:25][CH2:26][C:27](=[O:28])[O-:29])[c:22]4[cH:23][cH:24]3)[n:14][o:15]2)[cH:5][cH:6][c:7]1[O:8][CH2:9][CH3:10].[Na+:33].